This data is from the Open Reaction Database (ORD), a public repository of structured organic reaction records. The task is: describe an organic reaction: reactants, conditions, products, and yield Reactants: [OH-].[Na+] (NaOH), OC1(CCNCC1)C1=CC=CC=C1 (4-Hydroxy-4-phenylpiperidine), [Al+3].[Cl-].[Cl-].[Cl-] (AlCl3), C1(=CC=CC=C1)OC (anisole), ice water. Conditions: time 1 hour. The product is COC1=CC=C(C=C1)C1(CCNCC1)C1=CC=CC=C1 (4-(4-Methoxyphenyl)-4-phenylpiperidine). Reaction SMILES: O[C:2]1([C:8]2[CH:13]=[CH:12][CH:11]=[CH:10][CH:9]=2)[CH2:7][CH2:6][NH:5][CH2:4][CH2:3]1.[Al+3].[Cl-].[Cl-].[Cl-].[OH-].[Na+].[C:20]1([O:26][CH3:27])[CH:25]=[CH:24][CH:23]=[CH:22][CH:21]=1>>[CH3:27][O:26][C:20]1[CH:25]=[CH:24][C:23]([C:2]2([C:8]3[CH:13]=[CH:12][CH:11]=[CH:10][CH:9]=3)[CH2:3][CH2:4][NH:5][CH2:6][CH2:7]2)=[CH:22][CH:21]=1 |f:1.2.3.4,5.6|. Procedure: 4-Hydroxy-4-phenylpiperidine (5.00 g, 28.2 mmol, 1.00 equiv, Aldrich) was added to a suspension of AlCl3 (18.8 g, 141 mmol, 5.00 equiv) in anhydrous anisole (100 mL). The mixture was stirred at room temperature for 1 hour and then heated to 50° C. for 3.5 hours. It was cooled to room temperature and poured cautiously into ice-water. The mixture was basified to pH 11 by addition of 6M aqueous NaOH, and extracted with EtOAc (3×75 mL). The combined organic solutions were applied directly to a flash... The reactants are [N+](=O)([O-])C=1C=NC=CC1C1=CC(CCC1)O (3-(3-nitropyridin-4-yl)cyclohex-2-en-1-ol), C1(C=2C(C(N1)=O)=CC=CC2)=O (phthalimide), C1(=CC=CC=C1)P(C1=CC=CC=C1)C1=CC=CC=C1 (triphenylphosphine), N(=NC(=O)OC(C)(C)C)C(=O)OC(C)(C)C (di-tert-butyl azodicarboxylate). The solvent is hexanes, C(Cl)Cl (DCM), C1CCOC1 (THF). Run at temperature 0 celsius, time 3 hour. Yields the product [N+](=O)([O-])C=1C=NC=CC1C1=CC(CCC1)N1C(C2=CC=CC=C2C1=O)=O (2-[3-(3-Nitropyridin-4-yl)cyclohex-2-en-1-yl]-1H-isoindole-1,3(2H)-dione). The yield is 98.6%. RXN SMILES: [N+:1]([C:4]1[CH:5]=[N:6][CH:7]=[CH:8][C:9]=1[C:10]1[CH2:15][CH2:14][CH2:13][CH:12](O)[CH:11]=1)([O-:3])=[O:2].[C:17]1(=[O:27])[NH:21][C:20](=[O:22])[C:19]2=[CH:23][CH:24]=[CH:25][CH:26]=[C:18]12.C1(P(C2C=CC=CC=2)C2C=CC=CC=2)C=CC=CC=1.N(C(OC(C)(C)C)=O)=NC(OC(C)(C)C)=O>C1COCC1.C(Cl)Cl>[N+:1]([C:4]1[CH:5]=[N:6][CH:7]=[CH:8][C:9]=1[C:10]1[CH2:15][CH2:14][CH2:13][CH:12]([N:21]2[C:17](=[O:27])[C:18]3[C:19](=[CH:23][CH:24]=[CH:25][CH:26]=3)[C:20]2=[O:22])[CH:11]=1)([O-:3])=[O:2]. Procedure details: To a solution of 3-(3-nitropyridin-4-yl)cyclohex-2-en-1-ol (1.0 g, 4.5 mmol), phthalimide (1.0 g, 6.8 mmol) and triphenylphosphine (1.8 g, 6.8 mmol) in THF (20 mL), di-tert-butyl azodicarboxylate (1.6 g, 6.8 mmol) was added slowly at 0° C. The resulting mixture was stirred at 0° C. for 3 h. After concentrated concentrating under reduced pressure, the crude product was purified by silica gel column chromatography (eluting with 0-70% EtOAc in hexanes) to give a solid, which was further treated wit... Starting materials: C(CCCC#C)(=O)O (5-hexynoic acid), C1(=CC=CC=C1)CCC1OC1 (2-phenylethyloxirane), crude product, methyl ester, ·Et2O, 1b, [Li]CCCC (n-BuLi), CCCCCC (hexane), Cl (HCl). Solvent: CN(C)P(=O)(N(C)C)N(C)C (HMPA), CO (MeOH), O (H2O). Conditions: time 2 day. Product: O.OC(CC#CCCCC(=O)O)CCC1=CC=CC=C1 (8-Hydroxy-10-phenyl-5-decynoic Acid Hydrate). As a reaction SMILES: [C:1]([OH:8])(=[O:7])[CH2:2][CH2:3][CH2:4][C:5]#[CH:6].[Li]CCCC.CCCCCC.[C:20]1([CH2:26][CH2:27][CH:28]2[CH2:30][O:29]2)[CH:25]=[CH:24][CH:23]=[CH:22][CH:21]=1.Cl>CO.O.CN(P(N(C)C)(N(C)C)=O)C>[OH2:7].[OH:29][CH:28]([CH2:27][CH2:26][C:20]1[CH:25]=[CH:24][CH:23]=[CH:22][CH:21]=1)[CH2:30][C:6]#[C:5][CH2:4][CH2:3][CH2:2][C:1]([OH:8])=[O:7] |f:8.9|. Reported procedure: In a dry flask under N2 was placed 200 ml of HMPA (distilled over NaH) and 24.4 g (0.218 mole) of 5-hexynoic acid, the product of 1b. The solution was stirred at 0° and was added a solution of n-BuLi in hexane (256 ml, 0.436 mole) dropwise. After 2 hours stirring, 2-phenylethyloxirane (33.9 g. 0.229 mole) was added and stirring was continued at RT for 2 days. The reaction mixture was cooled to 0° and 200 ml of H2O was added. The aqueous solution was acidified with 6N HCl and then extracted with ...